The task is: describe an organic reaction: reactants, conditions, products, and yield. This data is from the Open Reaction Database (ORD), a public repository of structured organic reaction records. Starting materials: COC(=O)CNc1cccc(Oc2ccccc2)c1, CC(=O)O, O=N[O-], [Na+], O, [Zn]. The product is COC(=O)CN(N)c1cccc(Oc2ccccc2)c1. Reaction SMILES: [CH3:1][O:2][C:3]([CH2:4][NH:5][c:6]1[cH:7][c:8]([O:12][c:13]2[cH:14][cH:15][cH:16][cH:17][cH:18]2)[cH:9][cH:10][cH:11]1)=[O:19].[CH3:24][C:25](=[O:26])[OH:27].[N:20]([O-:21])=[O:22].[Na+:23].[OH2:28].[Zn:29]>>[CH3:1][O:2][C:3]([CH2:4][N:5]([c:6]1[cH:7][c:8]([O:12][c:13]2[cH:14][cH:15][cH:16][cH:17][cH:18]2)[cH:9][cH:10][cH:11]1)[NH2:20])=[O:19]. The reactants are COC=1C=C(C=CC1OC)[C@H]1OC=2[C@@]([C@H]1C)(C=C(C(C2)=O)CCC)OC ((2S,3S,3aS)-2-(3,4-dimethoxyphenyl)-3a-methoxy-3-methyl-5-n-propyl-2,3,3a,6-tetrahydro-6-oxobenzofuran), Cl.O(C)N (methoxylamine hydrochloride). Solvent: N1=CC=CC=C1 (pyridine). Product: COC=1C=C(C=CC1OC)[C@H]1OC=2[C@@]([C@H]1C)(C=C(C(C2)=NOC)CCC)OC ((2S,3S,3aS)-2-(3,4-dimethoxyphenyl)-3a-methoxy-3-methyl-5-n-propyl-2,3,3a,6-tetrahydro-6-methoxyiminobenzofuran). Reaction SMILES: [CH3:1][O:2][C:3]1[CH:4]=[C:5]([C@@H:11]2[C@H:15]([CH3:16])[C@@:14]3([O:25][CH3:26])[CH:17]=[C:18]([CH2:22][CH2:23][CH3:24])[C:19](=O)[CH:20]=[C:13]3[O:12]2)[CH:6]=[CH:7][C:8]=1[O:9][CH3:10].Cl.[O:28]([NH2:30])[CH3:29]>N1C=CC=CC=1>[CH3:1][O:2][C:3]1[CH:4]=[C:5]([C@@H:11]2[C@H:15]([CH3:16])[C@@:14]3([O:25][CH3:26])[CH:17]=[C:18]([CH2:22][CH2:23][CH3:24])[C:19](=[N:30][O:28][CH3:29])[CH:20]=[C:13]3[O:12]2)[CH:6]=[CH:7][C:8]=1[O:9][CH3:10] |f:1.2|. Procedure details: (2S,3S,3aS)-2-(3,4-Dimethoxyphenyl)-3a-methoxy-3-methyl-5-n-propyl-2,3,3a,6-tetrahydro-6-methoxyiminobenzofuran was prepared from (2S,3S,3aS)-2-(3,4-dimethoxyphenyl)-3a-methoxy-3-methyl-5-n-propyl-2,3,3a,6-tetrahydro-6-oxobenzofuran and methoxylamine hydrochloride in pyridine at room temperature for 3 days. The product was purified by flash column chromatography on silica gel (hexane-ethyl acetate, 9:1, v/v) followed by HPLC to afford (2S,3S,3aS)-2-(3,4-dimethoxyphenyl)-3a-methoxy-3-methyl-5-n-p... Starting materials: [Br-], COc1cc(C#N)ccc1O, Cl, [Li+], O. Yields the product N#Cc1ccc(O)c(O)c1. Reaction SMILES: [Br-:13].[CH3:1][O:2][c:3]1[cH:4][c:5]([C:6]#[N:7])[cH:8][cH:9][c:10]1[OH:11].[ClH:14].[Li+:12].[OH2:15]>>[OH:2][c:3]1[cH:4][c:5]([C:6]#[N:7])[cH:8][cH:9][c:10]1[OH:11]. Reactants: ClCC1=CS[C@H]2N(C1C(=O)OC(C1=CC=CC=C1)C1=CC=CC=C1)C([C@H]2NC(CC=2SC=CC2)=O)=O (diphenylmethyl 3-chloromethyl-7β-(2-thienylacetamido)ceph-2-em-4-carboxylate), C1(=CC=CC=C1)P(C1=CC=CC=C1)C1=CC=CC=C1 (triphenylphosphine). Solvent: C(C)(=O)OCC (ethyl acetate). Yields the product [Cl-].C1(=CC=CC=C1)C(OC(=O)C1C(=CS[C@H]2N1C([C@H]2NC(CC=2SC=CC2)=O)=O)C[P+](C2=CC=CC=C2)(C2=CC=CC=C2)C2=CC=CC=C2)C2=CC=CC=C2 ([4-Diphenylmethoxycarbonyl-7β-(2-thienylacetamido)ceph-2-em-3-ylmethyl] triphenylphosphonium chloride). Isolated yield 14.6%. RXN SMILES: [Cl:1][CH2:2][C:3]1[CH:8]([C:9]([O:11][CH:12]([C:19]2[CH:24]=[CH:23][CH:22]=[CH:21][CH:20]=2)[C:13]2[CH:18]=[CH:17][CH:16]=[CH:15][CH:14]=2)=[O:10])[N:7]2[C:25](=[O:36])[C@@H:26]([NH:27][C:28](=[O:35])[CH2:29][C:30]3[S:31][CH:32]=[CH:33][CH:34]=3)[C@H:6]2[S:5][CH:4]=1.[C:37]1([P:43]([C:50]2[CH:55]=[CH:54][CH:53]=[CH:52][CH:51]=2)[C:44]2[CH:49]=[CH:48][CH:47]=[CH:46][CH:45]=2)[CH:42]=[CH:41][CH:40]=[CH:39][CH:38]=1>C(OCC)(=O)C>[Cl-:1].[C:13]1([CH:12]([C:19]2[CH:20]=[CH:21][CH:22]=[CH:23][CH:24]=2)[O:11][C:9]([CH:8]2[N:7]3[C:25](=[O:36])[C@@H:26]([NH:27][C:28](=[O:35])[CH2:29][C:30]4[S:31][CH:32]=[CH:33][CH:34]=4)[C@H:6]3[S:5][CH:4]=[C:3]2[CH2:2][P+:43]([C:44]2[CH:45]=[CH:46][CH:47]=[CH:48][CH:49]=2)([C:50]2[CH:55]=[CH:54][CH:53]=[CH:52][CH:51]=2)[C:37]2[CH:38]=[CH:39][CH:40]=[CH:41][CH:42]=2)=[O:10])[CH:14]=[CH:15][CH:16]=[CH:17][CH:18]=1 |f:3.4|. Procedure: A solution of diphenylmethyl 3-chloromethyl-7β-(2-thienylacetamido)ceph-2-em-4-carboxylate (2.3 g.) in ethyl acetate (20 ml.) was treated with triphenylphosphine (2.3 g., ca. 2 equivs.) and the mixture refluxed for 5 hours. The solution was cooled and the insoluble product isolated by filtration. This material was precipitated from acetone (containing some chloroform) solution by petroleum-ether to give the phosphonium salt (500 mg.) as an amorphous solid [α]D + 68.5° (CHCl3), λmax. (CHCl3) 269.... Starting materials: C1(=CC=C(C=C1)S(=O)(=O)O)C.C(C1=CC=CC=C1)OC(=O)[C@H]1N[C@H]2CCCC[C@H]2C1 ((2S,3aS,7aS)-octahydroindole-2-carboxylic acid benzyl ester para-toluenesulfonate), C1(CCCCC1)N=C=NC1CCCCC1 (dicylohexylcarbodiimide), CCC[C@@H](C(=O)OCC)N[C@@H](C)C(=O)O (N-[(S)-ethoxycarbonyl-1-butyl]-(S)-alanine), ON1N=NC2=C1C=CC=C2 (1-hydroxybenzotriazole). Run in C(C)(=O)OCC (ethyl acetate), C(C)N(CC)CC (triethylamine). Reaction conditions: temperature 0 celsius, time 3 hour. The product is C(C)OC(=O)[C@H](CCC)N[C@H](C(=O)N1[C@@H](C[C@@H]2CCCC[C@H]12)C(=O)OCC1=CC=CC=C1)C (Benzyl (2S,3aS, 7aS)-1-{(2S)-2-[(1S)-1-(ethoxycarbonyl)-butylamino]-propionyl}-octahydro-1H-indole-2-carboxylate). Isolated yield 92.0%. RXN SMILES: C1(C)C=CC(S(O)(=O)=O)=CC=1.[CH2:12]([O:19][C:20]([C@@H:22]1[CH2:30][C@H:29]2[C@H:24]([CH2:25][CH2:26][CH2:27][CH2:28]2)[NH:23]1)=[O:21])[C:13]1[CH:18]=[CH:17][CH:16]=[CH:15][CH:14]=1.[CH3:31][CH2:32][CH2:33][C@H:34]([NH:40][C@H:41]([C:43](O)=[O:44])[CH3:42])[C:35]([O:37][CH2:38][CH3:39])=[O:36].ON1C2C=CC=CC=2N=N1.C1(N=C=NC2CCCCC2)CCCCC1>C(OCC)(=O)C.C(N(CC)CC)C>[CH2:38]([O:37][C:35]([C@@H:34]([NH:40][C@@H:41]([CH3:42])[C:43]([N:23]1[C@@H:24]2[C@@H:29]([CH2:28][CH2:27][CH2:26][CH2:25]2)[CH2:30][C@H:22]1[C:20]([O:19][CH2:12][C:13]1[CH:14]=[CH:15][CH:16]=[CH:17][CH:18]=1)=[O:21])=[O:44])[CH2:33][CH2:32][CH3:31])=[O:36])[CH3:39] |f:0.1|. Procedure: There are introduced into a reactor, with stirring, 1 kg of (2S,3aS,7aS)-octahydroindole-2-carboxylic acid benzyl ester para-toluenesulfonate, 0.06 kg of triethylamine, 4.6 liters of ethyl acetate and then, after stirring for 10 minutes at ambient temperature, 0.52 kg of N-[(S)-ethoxycarbonyl-1-butyl]-(S)-alanine, 0.15 kg of 1-hydroxybenzotriazole and 0.5 kg of dicylohexylcarbodiimide. The heterogeneous mixture is then brought to 30° C. for 3 hours while stirring well, and is subsequently cooled...